This data is from the Open Reaction Database (ORD), a public repository of structured organic reaction records. The task is: describe an organic reaction: reactants, conditions, products, and yield The reactants are CC1C=CC2=CC(C(C)(C)C)CC(O)C2C1(CCC1CC(C(C)(C)C)C(O[SiH](C)C)C(=O)O1)O[SiH](C)C, CCC(Oc1ccccc1)C(=O)O. Yields the product CCC(Oc1ccccc1)C(=O)OC1CC(C(C)(C)C)C=C2C=CC(C)C(CCC3CC(C(C)(C)C)C(O[SiH](C)C)C(=O)O3)(O[SiH](C)C)C21. Reaction SMILES: [C:14]([CH3:15])([CH3:16])([CH3:17])[CH:18]1[CH:19]=[C:20]2[CH:21]=[CH:22][CH:23]([CH3:50])[C:24]([CH2:29][CH2:30][CH:31]3[CH2:32][CH:33]([C:42]([CH3:43])([CH3:44])[CH3:45])[CH:34]([O:38][SiH:39]([CH3:40])[CH3:41])[C:35](=[O:37])[O:36]3)([O:46][SiH:47]([CH3:48])[CH3:49])[CH:25]2[CH:26]([OH:28])[CH2:27]1.[O:1]([c:2]1[cH:3][cH:4][cH:5][cH:6][cH:7]1)[CH:8]([C:9](=[O:10])[OH:11])[CH2:12][CH3:13]>>[O:1]([c:2]1[cH:3][cH:4][cH:5][cH:6][cH:7]1)[CH:8]([C:9]([O:10][CH:26]1[CH:25]2[C:20](=[CH:19][CH:18]([C:14]([CH3:15])([CH3:16])[CH3:17])[CH2:27]1)[CH:21]=[CH:22][CH:23]([CH3:50])[C:24]2([CH2:29][CH2:30][CH:31]1[CH2:32][CH:33]([C:42]([CH3:43])([CH3:44])[CH3:45])[CH:34]([O:38][SiH:39]([CH3:40])[CH3:41])[C:35](=[O:37])[O:36]1)[O:46][SiH:47]([CH3:48])[CH3:49])=[O:11])[CH2:12][CH3:13]. Starting materials: solid, C[N+]1(CCOCC1)[O-] (NMO), C[Si](C)(C)[N-][Si](C)(C)C.[K+] (KHMDS), C1(=CC=CC=C1)C (toluene), aldehyde, [Cl-].COC[P+](C1=CC=CC=C1)(C1=CC=CC=C1)C1=CC=CC=C1 (methoxymethyltriphenylphosphonium chloride), CC(C(=O)OC)(C)C1=CC=C(C=C1)[N+](=O)[O-] (methyl 2-methyl-2-(4-nitrophenyl)propionate). The reagents and catalysts are CCC[N+](CCC)(CCC)CCC.[O-][Ru](=O)(=O)=O (TPAP). Run in C(Cl)Cl (CH2Cl2), C1CCOC1 (THF), C1CCOC1 (THF), C1CCOC1 (THF). Conditions: time 8 hour. Product: CC(CC=O)(C)C1=CC=C(C=C1)[N+](=O)[O-] (3-methyl-3-(4-nitrophenyl)butan-1-one). Reaction SMILES: [CH3:1][C:2]([C:8]1[CH:13]=[CH:12][C:11]([N+:14]([O-:16])=[O:15])=[CH:10][CH:9]=1)([CH3:7])[C:3](OC)=O.C[N+]1([O-])CC[O:21][CH2:20]C1.[Cl-].COC[P+](C1C=CC=CC=1)(C1C=CC=CC=1)C1C=CC=CC=1.C[Si]([N-][Si](C)(C)C)(C)C.[K+].C1(C)C=CC=CC=1>C1COCC1.C(Cl)Cl.CCC[N+](CCC)(CCC)CCC.[O-][Ru](=O)(=O)=O>[CH3:7][C:2]([C:8]1[CH:9]=[CH:10][C:11]([N+:14]([O-:16])=[O:15])=[CH:12][CH:13]=1)([CH3:1])[CH2:3][CH:20]=[O:21] |f:2.3,4.5,9.10|. Procedure details: To a stirred solution of methyl 2-methyl-2-(4-nitrophenyl)propionate (5.32 g, 23.8 mmol) in THF (200 mL) at 0° C. was added a solution of 1M BH3 in THF (25.8 mL, 45.8 mmol). The reaction was stirred at RT overnight and was quenched with MeOH. THF was evaporated under reduced pressure and the residue was diluted in EtOAc and aqueous HCl (1M) was added. The mixture was extracted with EtOAc, the organic layer was dried over MgSO4 and evaporated under reduced pressure. Purification by flash chromato... Starting materials: ClCCl, COC(=O)c1cc(OCCCN2CCCCC2)ccc1N, O=C(O)c1cccc(CCl)c1, c1ccncc1. The product is COC(=O)c1cc(OCCCN2CCCCC2)ccc1NC(=O)c1cccc(CCl)c1. As a reaction SMILES: [CH2:39]([Cl:40])[Cl:41].[CH3:1][O:2][C:3]([c:4]1[c:5]([NH2:20])[cH:6][cH:7][c:8]([O:10][CH2:11][CH2:12][CH2:13][N:14]2[CH2:15][CH2:16][CH2:17][CH2:18][CH2:19]2)[cH:9]1)=[O:21].[Cl:28][CH2:29][c:30]1[cH:31][c:32]([C:33](=[O:34])[OH:35])[cH:36][cH:37][cH:38]1.[cH:22]1[cH:23][cH:24][n:25][cH:26][cH:27]1>>[CH3:1][O:2][C:3]([c:4]1[c:5]([NH:20][C:33]([c:32]2[cH:31][c:30]([CH2:29][Cl:28])[cH:38][cH:37][cH:36]2)=[O:34])[cH:6][cH:7][c:8]([O:10][CH2:11][CH2:12][CH2:13][N:14]2[CH2:15][CH2:16][CH2:17][CH2:18][CH2:19]2)[cH:9]1)=[O:21]. The reactants are NC1=NC(=NC=C1C=O)SC (4-amino-2-(methylthio)pyrimidine-5-carbaldehyde), [OH-].[K+] (KOH), CC(=O)C (acetone). Run at time 10 minute. Yields the product CC=1C=CC2=C(N=C(N=C2)SC)N1 (7-methyl-2-(methylthio)pyrido[2,3-d]pyrimidine). RXN SMILES: [NH2:1][C:2]1[C:7]([CH:8]=O)=[CH:6][N:5]=[C:4]([S:10][CH3:11])[N:3]=1.[OH-].[K+].[CH3:14][C:15]([CH3:17])=O>>[CH3:17][C:15]1[CH:14]=[CH:8][C:7]2[CH:6]=[N:5][C:4]([S:10][CH3:11])=[N:3][C:2]=2[N:1]=1 |f:1.2|. Procedure details: Treat a solution of 4-amino-2-(methylthio)pyrimidine-5-carbaldehyde (10 g, 59.1 mmol) in acetone (100 mL) with KOH (3.32 g, 59.1 mmol), stir at RT for 10 min, then concentrate to dryness. Treat the residue with EtOAc, wash with saturated. aqueous NaHCO3, then brine, dry over Na2SO4 and concentrate to obtain 7-methyl-2-(methylthio)pyrido[2,3-d]pyrimidine. MS (m/z): 192.1 (M+1). Add a solution of methylamine in ethanol (33%, 80 mL) and heat at 110° C. overnight in a pressure tube. Remove the solve... Reactants: COC=1C=C(C=C(C1OC)OC)C1=CC2=NC=CC(=C2O1)C=1C=C(C(=O)O)C=CC1 (3-[2-(3,4,5-trimethoxyphenyl)furo[3,2-b]pyridin-7-yl]benzoic acid), NC1CN(CC1)C(=O)OC(C)(C)C ((+/−)-3-amino-1-N—BOC-pyrrolidine). Yields the product COC=1C=C(C=C(C1OC)OC)C1=CC2=NC=CC(=C2O1)C=1C=C(C(=O)NC2CN(CC2)C(=O)OC(C)(C)C)C=CC1 (tert.-Butyl 3-[[3-[2-(3,4,5-trimethoxyphenyl)furo[3,2-b]pyridin-7-yl]benzoyl]amino]pyrrolidine-1-carboxylate). The yield is 64.0%. Reaction SMILES: [CH3:1][O:2][C:3]1[CH:4]=[C:5]([C:13]2[O:21][C:20]3[C:15](=[N:16][CH:17]=[CH:18][C:19]=3[C:22]3[CH:23]=[C:24]([CH:28]=[CH:29][CH:30]=3)[C:25](O)=[O:26])[CH:14]=2)[CH:6]=[C:7]([O:11][CH3:12])[C:8]=1[O:9][CH3:10].[NH2:31][CH:32]1[CH2:36][CH2:35][N:34]([C:37]([O:39][C:40]([CH3:43])([CH3:42])[CH3:41])=[O:38])[CH2:33]1>>[CH3:1][O:2][C:3]1[CH:4]=[C:5]([C:13]2[O:21][C:20]3[C:15](=[N:16][CH:17]=[CH:18][C:19]=3[C:22]3[CH:23]=[C:24]([CH:28]=[CH:29][CH:30]=3)[C:25]([NH:31][CH:32]3[CH2:36][CH2:35][N:34]([C:37]([O:39][C:40]([CH3:43])([CH3:42])[CH3:41])=[O:38])[CH2:33]3)=[O:26])[CH:14]=2)[CH:6]=[C:7]([O:11][CH3:12])[C:8]=1[O:9][CH3:10]. Reported procedure: Starting from 3-[2-(3,4,5-trimethoxyphenyl)furo[3,2-b]pyridin-7-yl]benzoic acid (0.099 mmol) and (+/−)-3-amino-1-N—BOC-pyrrolidine (0.102 mmol) the product is prepared analogously to “A43” and obtained as yellow solid in a yield of 64%. HPLC (method A): Rt 2.68 min (purity 99.3%); LCMS (ESI+) (method E): Rt 2.11 min, M+H+ 574.3 m/z; 1H NMR (500 MHz, DMSO-d6) δ[ppm] 8.82 (s, 1H), 8.71 (d, J=6.3, 1H), 8.62 (d, J=5.2, 1H), 8.28 (d, J=8.0, 1H), 8.06 (d, J=7.9, 1H), 7.79 (s, 1H), 7.74 (dd, J=13.0, 6....